From a dataset of the Open Reaction Database (ORD), a public repository of structured organic reaction records. describe an organic reaction: reactants, conditions, products, and yield RXN SMILES: [CH2:24]1[O:25][CH2:26][CH2:27][CH2:28]1.[CH3:1][C:2]1([CH2:16][c:17]2[cH:18][cH:19][cH:20][cH:21][cH:22]2)[C:3](=[O:15])[N:4]([CH2:8][c:9]2[cH:10][cH:11][cH:12][cH:13][cH:14]2)[CH2:5][CH2:6][CH2:7]1.[NH3:23]>>[CH3:1][C:2]1([CH2:16][c:17]2[cH:18][cH:19][cH:20][cH:21][cH:22]2)[C:3](=[O:15])[NH:4][CH2:5][CH2:6][CH2:7]1. The product is CC1(Cc2ccccc2)CCCNC1=O. Reactants: C1CCOC1, CC1(Cc2ccccc2)CCCN(Cc2ccccc2)C1=O, N. Starting materials: [BH4-].[Na+] (Sodium borohydride), C(CCC)C(C(=O)O)CC1=CC=C(C=C1)OCCNC(=O)C1=CC=C(C=C1)C1=CC=C(C=C1)C=O (2-butyl-3-[4-[2-(4′-formylbiphenyl-4-carbonylamino)ethoxy]phenyl]propionic acid), C(C)(=O)O (acetic acid). Run in C(C)O (ethanol). Conditions: time 1.5 hour. The product is C(CCC)C(C(=O)O)CC1=CC=C(C=C1)OCCNC(=O)C1=CC=C(C=C1)C1=CC=C(C=C1)CO (2-Butyl-3-[4-[2-(4′-hydroxymethylbiphenyl-4-carbonylamino)ethoxy]phenyl]propionic acid). Yield: 90.1%. As a reaction SMILES: [BH4-].[Na+].[CH2:3]([CH:7]([CH2:11][C:12]1[CH:17]=[CH:16][C:15]([O:18][CH2:19][CH2:20][NH:21][C:22]([C:24]2[CH:29]=[CH:28][C:27]([C:30]3[CH:35]=[CH:34][C:33]([CH:36]=[O:37])=[CH:32][CH:31]=3)=[CH:26][CH:25]=2)=[O:23])=[CH:14][CH:13]=1)[C:8]([OH:10])=[O:9])[CH2:4][CH2:5][CH3:6].C(O)(=O)C>C(O)C>[CH2:3]([CH:7]([CH2:11][C:12]1[CH:17]=[CH:16][C:15]([O:18][CH2:19][CH2:20][NH:21][C:22]([C:24]2[CH:25]=[CH:26][C:27]([C:30]3[CH:31]=[CH:32][C:33]([CH2:36][OH:37])=[CH:34][CH:35]=3)=[CH:28][CH:29]=2)=[O:23])=[CH:14][CH:13]=1)[C:8]([OH:10])=[O:9])[CH2:4][CH2:5][CH3:6] |f:0.1|. Procedure: Sodium borohydride (95%, 34 mg) was added to a solution of 2-butyl-3-[4-[2-(4′-formylbiphenyl-4-carbonylamino)ethoxy]phenyl]propionic acid (366 mg) in ethanol (10 ml) at ambient temperature. The mixture was stirred for 1.5 hours. At the end of this time 50% acetic acid was added to the reaction mixture. The mixture was concentrated under reduced pressure. The residue was partitioned between ethyl acetate and water. The ethyl acetate layer was separated and washed with saturated aqueous sodium ch... Starting materials: C(C)(C)(C)P(C1=C(C(=C(C(=C1C)C)C)C)C1=C(C=C(C=C1C(C)C)C(C)C)C(C)C)C(C)(C)C (di-tert-butyl(2′,4′,6′-triisopropyl-3,4,5,6-tetramethyl-[1,1′-biphenyl]-2-yl)phosphine), FC1=CC=C(C=C1)O (4-fluorophenol), ClC1=CC(=C(C=C1)C1=NC=CC2=CC(=CC=C12)S(=O)(=O)NC1=NC=NC=C1)OC (1-(4-chloro-2-methoxyphenyl)-N-(pyrimidin-4-yl)isoquinoline-6-sulfonamide), P(=O)([O-])([O-])[O-].[K+].[K+].[K+] (potassium phosphate), Cl (HCl). The solvent is O1CCOCC1 (dioxane). Run at temperature 135 celsius, time 10 minute. Product: FC1=CC=C(OC2=CC(=C(C=C2)C2=NC=CC3=CC(=CC=C23)S(=O)(=O)NC2=NC=NC=C2)OC)C=C1 (1-(4-(4-fluorophenoxy)-2-methoxyphenyl)-N-(pyrimidin-4-yl)isoquinoline-6-sulfonamide). The yield is 22.7%. As a reaction SMILES: C(P(C(C)(C)C)C1C(C)=C(C)C(C)=C(C)C=1C1C(C(C)C)=CC(C(C)C)=CC=1C(C)C)(C)(C)C.[F:35][C:36]1[CH:41]=[CH:40][C:39]([OH:42])=[CH:38][CH:37]=1.Cl[C:44]1[CH:49]=[CH:48][C:47]([C:50]2[C:59]3[C:54](=[CH:55][C:56]([S:60]([NH:63][C:64]4[CH:69]=[CH:68][N:67]=[CH:66][N:65]=4)(=[O:62])=[O:61])=[CH:57][CH:58]=3)[CH:53]=[CH:52][N:51]=2)=[C:46]([O:70][CH3:71])[CH:45]=1.P([O-])([O-])([O-])=O.[K+].[K+].[K+].Cl>O1CCOCC1>[F:35][C:36]1[CH:41]=[CH:40][C:39]([O:42][C:44]2[CH:49]=[CH:48][C:47]([C:50]3[C:59]4[C:54](=[CH:55][C:56]([S:60]([NH:63][C:64]5[CH:69]=[CH:68][N:67]=[CH:66][N:65]=5)(=[O:61])=[O:62])=[CH:57][CH:58]=4)[CH:53]=[CH:52][N:51]=3)=[C:46]([O:70][CH3:71])[CH:45]=2)=[CH:38][CH:37]=1 |f:3.4.5.6|. Reported procedure: A microwave vial charged with di-tert-butyl(2′,4′,6′-triisopropyl-3,4,5,6-tetramethyl-[1,1′-biphenyl]-2-yl)phosphine (0.017 g, 0.035 mmol), 4-fluorophenol (0.039 g, 0.351 mmol), 1-(4-chloro-2-methoxyphenyl)-N-(pyrimidin-4-yl)isoquinoline-6-sulfonamide (0.075 g, 0.176 mmol), potassium phosphate (0.149 g, 0.703 mmol), 1.5 mL dioxane was heated to 135° C. in the microwave for 30 minutes. LC/MS showed mostly product, so the reaction mixture was filtered through a 0.45 μm syringe filter and was treat... The reactants are C[O-].[Na+] (sodium methoxide), SC(C(C)C)C(CC(C)C)=O (3-mercapto-2,6-dimethyl-4-heptanone), C[O-].[Na+] (sodium methoxide), SC(=O)S (mercapto ketone), C(C=C)SC(C(C)C)C(CC(C)C)=O (3-allylthio-2,6-dimethyl-4-heptanone), C(C=C)Br (allyl bromide), product, C[O-].[Na+] (sodium methoxide). Reagents/catalysts: Cl (HCl). Solvent: CO (methanol), O (water), O (water), CO (methanol), CO (methanol). Reaction conditions: temperature 23 celsius, time 15 minute. Yields the product C(C=C)SCC(CC(CC(C)C)=O)C (ALLYLTHIO-2,6-DIMETHYL-4-HEPTANONE). Reaction SMILES: C[O-].[Na+].S[CH:5]([C:9](=[O:14])[CH2:10][CH:11]([CH3:13])[CH3:12])[CH:6]([CH3:8])[CH3:7].SC(S)=O.C(Br)C=C.[CH2:23]([S:26]C(C(=O)CC(C)C)C(C)C)[CH:24]=[CH2:25]>CO.Cl.O>[CH2:23]([S:26][CH2:7][CH:6]([CH3:8])[CH2:5][C:9](=[O:14])[CH2:10][CH:11]([CH3:13])[CH3:12])[CH:24]=[CH2:25] |f:0.1|. Procedure details: Into a 25 ml, round-bottom, three-necked flask equipped with magnetic stirrer, reflux condenser, nitrogen inlet tube and cold water bath is placed a solution of 0.162 grams (0.003 moles) of sodium methoxide dissolved in 2 ml anhydrous methanol. Using the water bath the temperature of the sodium methoxide solution is reduced to 23° C. At 23° C a solution of 0.522 grams (0.003 moles) of 3-mercapto-2,6-dimethyl-4-heptanone dissolved in 3 ml anhydrous methanol is added to the sodium methoxide soluti... Starting materials: [N+](=O)([O-])C1=NN(N=C1)CC=1OC=C(N1)C(C)=O (1-[2-(4-nitro-[1,2,3]triazol-2-ylmethyl)-oxazol-4-yl]-ethanone), [NH4+].[Cl-] (NH4Cl), N#N (N2). The reagents and catalysts are [Fe] (iron). The solvent is CCO (EtOH), O (water). Reaction conditions: temperature 75 celsius, time 60 minute. Yields the product NC1=NN(N=C1)CC=1OC=C(N1)C(C)=O (1-[2-(4-Amino-[1,2,3]triazol-2-ylmethyl)-oxazol-4-yl]-ethanone). As a reaction SMILES: N#N.[N+:3]([C:6]1[CH:10]=[N:9][N:8]([CH2:11][C:12]2[O:13][CH:14]=[C:15]([C:17](=[O:19])[CH3:18])[N:16]=2)[N:7]=1)([O-])=O.[NH4+].[Cl-]>CCO.O.[Fe]>[NH2:3][C:6]1[CH:10]=[N:9][N:8]([CH2:11][C:12]2[O:13][CH:14]=[C:15]([C:17](=[O:19])[CH3:18])[N:16]=2)[N:7]=1 |f:2.3|. Procedure details: In a flame dried round-bottomed flask equipped with a magnetic stir bar and under inert atmosphere (N2), a mixture of 1-[2-(4-nitro-[1,2,3]triazol-2-ylmethyl)-oxazol-4-yl]-ethanone (48 mg, 0.20 mmol), iron powder (34 mg, 0.61 mmol) and NH4Cl (54 mg, 1.01 mmol) in a mixture of EtOH (2.0 mL) and water (1.0 mL) was stirred at 75° C. for 60 min. The reaction mixture was filtered while hot and concentrated under reduced pressure. The filtrated was dried over Na2SO4, filtered, and the solvents were re...